From a dataset of the Open Reaction Database (ORD), a public repository of structured organic reaction records. describe an organic reaction: reactants, conditions, products, and yield Reactants: O=C([O-])[O-], CN(C)C=O, CC(O)CCl, [K+], [K+], O=c1[nH]cc(-c2ccccc2)c2ccccc12. Product: CC(O)Cn1cc(-c2ccccc2)c2ccccc2c1=O. RXN SMILES: [C:18](=[O:19])([O-:20])[O-:21].[CH3:29][N:30]([CH3:31])[CH:32]=[O:33].[Cl:24][CH2:25][CH:26]([CH3:27])[OH:28].[K+:22].[K+:23].[c:1]1(-[c:7]2[cH:8][nH:9][c:10](=[O:17])[c:11]3[cH:12][cH:13][cH:14][cH:15][c:16]23)[cH:2][cH:3][cH:4][cH:5][cH:6]1>>[c:1]1(-[c:7]2[cH:8][n:9]([CH2:25][CH:26]([CH3:27])[OH:28])[c:10](=[O:17])[c:11]3[cH:12][cH:13][cH:14][cH:15][c:16]23)[cH:2][cH:3][cH:4][cH:5][cH:6]1. The reactants are COC=1C=C2CCN3C(C2=CC1OC)=NC=C(C3=O)C(=O)N (6,7-dihydro-9,10-dimethoxy-4-oxo-4H-pyrimido[2,1-a]isoquinoline-3-carboxamide), nitrile. The solvent is C(C)(=O)O (acetic acid). Yields the product COC=1C=C2CCN3C(C2=CC1OC)=NC=C(C3=O)C#N (6,7-Dihydro-9,10-dimethoxy-4-oxo-4H-pyrimido[2,1-a]isoquinoline-3-carbonitrile). Yield: 93.0%. RXN SMILES: [CH3:1][O:2][C:3]1[CH:4]=[C:5]2[C:10](=[CH:11][C:12]=1[O:13][CH3:14])[C:9]1=[N:15][CH:16]=[C:17]([C:20]([NH2:22])=O)[C:18](=[O:19])[N:8]1[CH2:7][CH2:6]2>C(O)(=O)C>[CH3:1][O:2][C:3]1[CH:4]=[C:5]2[C:10](=[CH:11][C:12]=1[O:13][CH3:14])[C:9]1=[N:15][CH:16]=[C:17]([C:20]#[N:22])[C:18](=[O:19])[N:8]1[CH2:7][CH2:6]2. Procedure details: In a manner similar to that described in Example 23B, 6,7-dihydro-9,10-dimethoxy-4-oxo-4H-pyrimido[2,1-a]isoquinoline-3-carboxamide was dehydrated to the nitrile in 93% yield, m.p. 261°-262° from acetic acid. The reactants are IC1=NC=NC(=C1N(C(C(F)(F)F)=O)C)I (N-(4,6-Diiodopyrimidin-5-yl)-2,2,2-trifluoro-N-methylacetamide), NC1=CC(=C(OC=2C=C(C#N)C=CC2)C=C1)Cl (3-(4-amino-2-chlorophenoxy)benzonitrile), C(O)([O-])=O.[Na+] (sodium hydrogen carbonate). Solvent: CN1C(CCC1)=O (1-methyl-2-pyrrolidone). Reaction conditions: temperature 100 celsius. Product: ClC=1C=C(C=CC1OC1=CC(=CC=C1)C#N)NC1=NC=NC(=C1N(C(C(F)(F)F)=O)C)I (N-(4-{[3-chloro-4-(3-cyanophenoxy)phenyl]amino}-6-iodopyrimidin-5-yl)-2,2,2-trifluoro-N-methylacetamide). The yield is 44.3%. RXN SMILES: I[C:2]1[C:7]([N:8]([CH3:15])[C:9](=[O:14])[C:10]([F:13])([F:12])[F:11])=[C:6]([I:16])[N:5]=[CH:4][N:3]=1.[NH2:17][C:18]1[CH:32]=[CH:31][C:21]([O:22][C:23]2[CH:24]=[C:25]([CH:28]=[CH:29][CH:30]=2)[C:26]#[N:27])=[C:20]([Cl:33])[CH:19]=1.C(=O)([O-])O.[Na+]>CN1CCCC1=O>[Cl:33][C:20]1[CH:19]=[C:18]([NH:17][C:2]2[C:7]([N:8]([CH3:15])[C:9](=[O:14])[C:10]([F:13])([F:12])[F:11])=[C:6]([I:16])[N:5]=[CH:4][N:3]=2)[CH:32]=[CH:31][C:21]=1[O:22][C:23]1[CH:30]=[CH:29][CH:28]=[C:25]([C:26]#[N:27])[CH:24]=1 |f:2.3|. Reported procedure: N-(4,6-Diiodopyrimidin-5-yl)-2,2,2-trifluoro-N-methylacetamide (3 g) and 3-(4-amino-2-chlorophenoxy)benzonitrile (1.69 g) were dissolved in 1-methyl-2-pyrrolidone (11.4 mL), and the mixture was stirred with heating at 100° C. for 16 hrs. To the reaction mixture was added aqueous sodium hydrogen carbonate (80 mL) and the mixture was extracted with ethyl acetate (100 mL×2). The organic layer washed with saturated brine (80 mL), dried over magnesium sulfate and concentrated under reduced pressure. ... The reactants are BrCCBr, CC(=O)[O-], NCc1cccc(F)c1, [Na+], [Na+], [Na+], O=C([O-])[O-], O. Yields the product Fc1cccc(CNCCBr)c1. As a reaction SMILES: [Br:15][CH2:16][CH2:17][Br:18].[CH3:11][C:12](=[O:13])[O-:14].[F:1][c:2]1[cH:3][c:4]([CH2:5][NH2:6])[cH:7][cH:8][cH:9]1.[Na+:10].[Na+:19].[Na+:20].[O-:21][C:22](=[O:23])[O-:24].[OH2:25]>>[F:1][c:2]1[cH:3][c:4]([CH2:5][NH:6][CH2:17][CH2:16][Br:15])[cH:7][cH:8][cH:9]1. Reactants: CC(C)(C)OC(=O)n1ncc2cc(NC(=O)C(O)c3cccc(Cl)c3)ccc21, C1CCOC1, CS(=O)(=O)Cl, c1ccncc1. The product is CC(C)(C)OC(=O)n1ncc2cc(NC(=O)C(OS(C)(=O)=O)c3cccc(Cl)c3)ccc21. Reaction SMILES: [C:1]([CH3:2])([CH3:3])([CH3:4])[O:5][C:6](=[O:7])[n:8]1[n:9][cH:10][c:11]2[cH:12][c:13]([NH:17][C:18]([CH:19]([OH:20])[c:21]3[cH:22][c:23]([Cl:27])[cH:24][cH:25][cH:26]3)=[O:28])[cH:14][cH:15][c:16]12.[CH2:40]1[O:41][CH2:42][CH2:43][CH2:44]1.[CH3:35][S:36]([Cl:37])(=[O:38])=[O:39].[cH:29]1[cH:30][cH:31][n:32][cH:33][cH:34]1>>[C:1]([CH3:2])([CH3:3])([CH3:4])[O:5][C:6](=[O:7])[n:8]1[n:9][cH:10][c:11]2[cH:12][c:13]([NH:17][C:18]([CH:19]([O:20][S:36]([CH3:35])(=[O:38])=[O:39])[c:21]3[cH:22][c:23]([Cl:27])[cH:24][cH:25][cH:26]3)=[O:28])[cH:14][cH:15][c:16]12. The reactants are ClC(Cl)Cl, CC(=O)C1CCC2C3CCC4CC=CCC4(C)C3C(OC(=O)CCl)CC12C, O=C(OO)c1cccc(Cl)c1. The product is CC(=O)C1CCC2C3CCC4CC5OC5CC4(C)C3C(OC(=O)CCl)CC12C. Reaction SMILES: [CH:39]([Cl:40])([Cl:41])[Cl:42].[Cl:1][CH2:2][C:3](=[O:4])[O:5][CH:6]1[CH:7]2[C:8]3([CH3:27])[CH2:9][CH:10]=[CH:11][CH2:12][CH:13]3[CH2:14][CH2:15][CH:16]2[CH:17]2[CH2:18][CH2:19][CH:20]([C:21]([CH3:22])=[O:23])[C:24]2([CH3:26])[CH2:25]1.[Cl:28][c:29]1[cH:30][cH:31][cH:32][c:33]([C:34]([O:35][OH:37])=[O:36])[cH:38]1>>[Cl:1][CH2:2][C:3](=[O:4])[O:5][CH:6]1[CH:7]2[C:8]3([CH3:27])[CH2:9][CH:10]4[CH:11]([CH2:12][CH:13]3[CH2:14][CH2:15][CH:16]2[CH:17]2[CH2:18][CH2:19][CH:20]([C:21]([CH3:22])=[O:23])[C:24]2([CH3:26])[CH2:25]1)[O:36]4. Reactants: COc1ccc2c(c1)n(C)c(=O)n2CCC(C)(C)[N+](=O)[O-], CCO. Yields the product COc1ccc2c(c1)n(C)c(=O)n2CCC(C)(C)N. RXN SMILES: [CH3:1][O:2][c:3]1[cH:4][c:5]2[c:6]([n:7]([CH2:12][CH2:13][C:14]([CH3:15])([N+:16]([O-:17])=[O:18])[CH3:19])[c:8](=[O:11])[n:9]2[CH3:10])[cH:20][cH:21]1.[CH3:22][CH2:23][OH:24]>>[CH3:1][O:2][c:3]1[cH:4][c:5]2[c:6]([n:7]([CH2:12][CH2:13][C:14]([CH3:15])([NH2:16])[CH3:19])[c:8](=[O:11])[n:9]2[CH3:10])[cH:20][cH:21]1.